From a dataset of the Open Reaction Database (ORD), a public repository of structured organic reaction records. describe an organic reaction: reactants, conditions, products, and yield Reactants: C=CCOC1CCC2(C)C(CCC3C2CCC2(C)C(c4ccoc4)CCC32O)C1, CCO, B1C2CCCC1CCC2, [Na+], C1CCOC1, [OH-], OO. Yields the product CC12CCC(OCCCO)CC1CCC1C2CCC2(C)C(c3ccoc3)CCC12O. Reaction SMILES: [CH2:10]([CH:11]=[CH2:12])[O:13][CH:14]1[CH2:15][CH:16]2[CH2:17][CH2:18][CH:19]3[C:20]4([OH:38])[CH2:21][CH2:22][CH:23]([c:33]5[cH:34][o:35][cH:36][cH:37]5)[C:24]4([CH3:25])[CH2:26][CH2:27][CH:28]3[C:29]2([CH3:32])[CH2:30][CH2:31]1.[CH3:48][CH2:49][OH:50].[CH:1]12[CH2:2][CH2:3][CH2:4][CH:5]([BH:6]1)[CH2:7][CH2:8][CH2:9]2.[Na+:40].[O:43]1[CH2:44][CH2:45][CH2:46][CH2:47]1.[OH-:39].[OH:41][OH:42]>>[CH2:10]([CH2:11][CH2:12][OH:39])[O:13][CH:14]1[CH2:15][CH:16]2[CH2:17][CH2:18][CH:19]3[C:20]4([OH:38])[CH2:21][CH2:22][CH:23]([c:33]5[cH:34][o:35][cH:36][cH:37]5)[C:24]4([CH3:25])[CH2:26][CH2:27][CH:28]3[C:29]2([CH3:32])[CH2:30][CH2:31]1. Reactants: C(C1=CC=CC=C1)OC1=C2CCCC(C2=CC=C1)C(=O)O (5-benzyloxy-1,2,3,4-tetrahydronaphthalene-1-carboxylic acid), C(C)N1N=CC(=C1)CNC1=CC=C(C=C1)C(C)C ([(1-ethylpyrazol-4-yl)methyl](4-isopropylphenyl)amine). Yields the product C(C1=CC=CC=C1)OC1=C2CCCC(C2=CC=C1)C(=O)N(C1=CC=C(C=C1)C(C)C)CC=1C=NN(C1)CC (5-benzyloxy-N-[(1-ethylpyrazol-4-yl)methyl]-N-(4-isopropylphenyl)-1,2,3,4-tetrahydronaphthalene-1-carboxamide). Isolated yield 71.5%. Reaction SMILES: [CH2:1]([O:8][C:9]1[CH:18]=[CH:17][CH:16]=[C:15]2[C:10]=1[CH2:11][CH2:12][CH2:13][CH:14]2[C:19](O)=[O:20])[C:2]1[CH:7]=[CH:6][CH:5]=[CH:4][CH:3]=1.[CH2:22]([N:24]1[CH:28]=[C:27]([CH2:29][NH:30][C:31]2[CH:36]=[CH:35][C:34]([CH:37]([CH3:39])[CH3:38])=[CH:33][CH:32]=2)[CH:26]=[N:25]1)[CH3:23]>>[CH2:1]([O:8][C:9]1[CH:18]=[CH:17][CH:16]=[C:15]2[C:10]=1[CH2:11][CH2:12][CH2:13][CH:14]2[C:19]([N:30]([CH2:29][C:27]1[CH:26]=[N:25][N:24]([CH2:22][CH3:23])[CH:28]=1)[C:31]1[CH:36]=[CH:35][C:34]([CH:37]([CH3:38])[CH3:39])=[CH:33][CH:32]=1)=[O:20])[C:2]1[CH:7]=[CH:6][CH:5]=[CH:4][CH:3]=1. Reported procedure: By the reaction and treatment in the same manner as in Example 12 using 5-benzyloxy-1,2,3,4-tetrahydronaphthalene-1-carboxylic acid (0.56 g) and [(1-ethylpyrazol-4-yl)methyl](4-isopropylphenyl)amine (0.49 g) as starting materials, 5-benzyloxy-N-[(1-ethylpyrazol-4-yl)methyl]-N-(4-isopropylphenyl)-1,2,3,4-tetrahydronaphthalene-1-carboxamide (0.72 g) was obtained. Reactants: COC1=CC=C(C=C1)N1N=C(C2=C1C(N(CC2)C2=CC=C(C=C2)C2(CC2)C=O)=O)C(F)(F)F (1-{4-[1-(4-Methoxy-phenyl)-7-oxo-3-trifluoromethyl-1,4,5,7-tetrahydro-pyrazolo[3,4-c]pyridin-6-yl]-phenyl}-cyclopropanecarbaldehyde), [Zn](C)C (ZnMe2). The reagents and catalysts are Cl[Ti](Cl)(Cl)Cl (TiCl4). Solvent: CCOCC (Et2O). Conditions: time 1 hour. The product is OC(C)C1(CC1)C1=CC=C(C=C1)N1C(C2=C(CC1)C(=NN2C2=CC=C(C=C2)OC)C(F)(F)F)=O (6-{4-[1-(1-Hydroxyethyl)cyclopropyl]phenyl}-1-(4-methoxyphenyl)-3-trifluoromethyl-1,4,5,6-tetrahydro-pyrazolo[3,4-c]pyridin-7-one). Isolated yield 64.5%. Reaction SMILES: [CH3:1][O:2][C:3]1[CH:8]=[CH:7][C:6]([N:9]2[C:13]3[C:14](=[O:29])[N:15]([C:18]4[CH:23]=[CH:22][C:21]([C:24]5([CH:27]=[O:28])[CH2:26][CH2:25]5)=[CH:20][CH:19]=4)[CH2:16][CH2:17][C:12]=3[C:11]([C:30]([F:33])([F:32])[F:31])=[N:10]2)=[CH:5][CH:4]=1.[Zn](C)[CH3:35]>CCOCC.Cl[Ti](Cl)(Cl)Cl>[OH:28][CH:27]([C:24]1([C:21]2[CH:22]=[CH:23][C:18]([N:15]3[CH2:16][CH2:17][C:12]4[C:11]([C:30]([F:33])([F:31])[F:32])=[N:10][N:9]([C:6]5[CH:7]=[CH:8][C:3]([O:2][CH3:1])=[CH:4][CH:5]=5)[C:13]=4[C:14]3=[O:29])=[CH:19][CH:20]=2)[CH2:25][CH2:26]1)[CH3:35]. Procedure: 1-{4-[1-(4-Methoxy-phenyl)-7-oxo-3-trifluoromethyl-1,4,5,7-tetrahydro-pyrazolo[3,4-c]pyridin-6-yl]-phenyl}-cyclopropanecarbaldehyde (93 mg, 0.21 mmol) was stirred in Et2O (2 mL) at −78° C. ZnMe2 (2M in toluene, 0.16 mL, 1.5 eq) was added followed by the addition of TiCl4 (1 M in CH2Cl2, 0.3 mL). The resulting mixture was stirred for 1 h. The reaction was quenched by addition of NH4Cl, extracted with EtOAc, washed with H2O and brine, dried over MgSO4, filter, and concentrated. The residue was pur... Starting materials: O (water), OS(=O)(=O)[O-].[K+] (KHSO4), C(OC1=C(C=C(C=C1)[N+](=O)[O-])CC1C2=C3C(=C4C(=C2C2=C5C(=C6C(=C12)C=CC=C6)C=CC=C5)C=CC=C4)C=CC=C3)([O-])=O (17-tetrabenzo(a,c,g,i)fluorenylmethyl-para-nitrophenyl carbonate), C(C)(=O)O.C(C)(C)(C)OC([C@@H](N)CC1=CC=CC=C1)=O (L-phenylalanine tert-butyl ester acetate), N,N′-dimethylaniline. Solvent: ClCCl (dichloromethane). Reaction conditions: time 120 hour. The product is C(C)(C)(C)OC([C@@H](NC(=O)OCC1C2=C3C(=C4C(=C2C2=C5C(=C6C(=C12)C=CC=C6)C=CC=C5)C=CC=C4)C=CC=C3)CC3=CC=CC=C3)=O (Nα-17-Tetrabenzo(a,c,g,i)fluorenylmethoxycarbonyl-L-phenylalanine tert-butyl Ester). RXN SMILES: C(=O)([O-])OC1C=CC([N+]([O-])=O)=CC=1[CH2:12][CH:13]1[C:25]2[C:20](=[C:21]3[CH:33]=[CH:32][CH:31]=[CH:30][C:22]3=[C:23]3[CH:29]=[CH:28][CH:27]=[CH:26][C:24]3=2)[C:19]2[C:14]1=[C:15]1[CH:41]=[CH:40][CH:39]=[CH:38][C:16]1=[C:17]1[CH:37]=[CH:36][CH:35]=[CH:34][C:18]1=2.[C:44]([OH:47])(=[O:46])C.[C:48]([O:52][C:53](=[O:63])[C@H:54]([CH2:56][C:57]1[CH:62]=[CH:61][CH:60]=[CH:59][CH:58]=1)[NH2:55])([CH3:51])([CH3:50])[CH3:49].O.OS([O-])(=O)=O.[K+]>ClCCl>[C:48]([O:52][C:53](=[O:63])[C@H:54]([CH2:56][C:57]1[CH:62]=[CH:61][CH:60]=[CH:59][CH:58]=1)[NH:55][C:44]([O:47][CH2:12][CH:13]1[C:14]2[C:19](=[C:18]3[CH:34]=[CH:35][CH:36]=[CH:37][C:17]3=[C:16]3[CH:38]=[CH:39][CH:40]=[CH:41][C:15]3=2)[C:20]2[C:25]1=[C:24]1[CH:26]=[CH:27][CH:28]=[CH:29][C:23]1=[C:22]1[CH:30]=[CH:31][CH:32]=[CH:33][C:21]1=2)=[O:46])([CH3:51])([CH3:49])[CH3:50] |f:1.2,4.5|. Procedure details: To a solution of 17-tetrabenzo(a,c,g,i)fluorenylmethyl-para-nitrophenyl carbonate (139.4 mg, 0.248 mmol) and L-phenylalanine tert-butyl ester acetate (83.9 mg, 0.298 mmol; 1.2 equiv) in dichloromethane (5 ml) was added N,N′-dimethylaniline (63 μl, 0.497 mmol; 2 equiv). The reaction mixture was stirred at room temperature under nitrogen for 120 h. After addition of water (10 ml) and acidification with KHSO4 (2M) to pH=1, the reaction mixture was extracted with dichloromethane (3×20 ml). The combi... The reactants are C([O-])(O)=O.[Na+] (sodium bicarbonate), Br.NC=1C(=C(C=CC1)C1=CC=C(O1)C(=O)O)O (5-(3-amino-2-hydroxy-phenyl)-furan-2-carboxylic acid hydrobromide), CC=1CC(N(N1)C1=CC=2CCCCC2C=C1)=O (5-methyl-2-(5,6,7,8-tetrahydro-naphthalen-2-yl)-2,4-dihydro-pyrazol-3-one), N(=O)[O-].[Na+] (sodium nitrite). Solvent: Cl (hydrochloric acid). Run at time 20 minute. Product: OC1=C(C=CC=C1NN=C1C(=NN(C1=O)C1=CC=2CCCCC2C=C1)C)C1=CC=C(O1)C(=O)O (5-(2-hydroxy-3-{N′-[3-methyl-5-oxo-1-(5,6,7,8-tetrahydro-naphthalen-2-yl)-1,5-dihydro-pyrazol-4-ylidene]-hydrazino}-phenyl)-furan-2-carboxylic acid). Isolated yield 39.7%. As a reaction SMILES: Br.[NH2:2][C:3]1[C:4]([OH:17])=[C:5]([C:9]2[O:13][C:12]([C:14]([OH:16])=[O:15])=[CH:11][CH:10]=2)[CH:6]=[CH:7][CH:8]=1.[N:18]([O-])=O.[Na+].[CH3:22][C:23]1[CH2:24][C:25](=[O:38])[N:26]([C:28]2[CH:37]=[CH:36][C:35]3[CH2:34][CH2:33][CH2:32][CH2:31][C:30]=3[CH:29]=2)[N:27]=1.C(=O)(O)[O-].[Na+]>Cl>[OH:17][C:4]1[C:3]([NH:2][N:18]=[C:24]2[C:25](=[O:38])[N:26]([C:28]3[CH:37]=[CH:36][C:35]4[CH2:34][CH2:33][CH2:32][CH2:31][C:30]=4[CH:29]=3)[N:27]=[C:23]2[CH3:22])=[CH:8][CH:7]=[CH:6][C:5]=1[C:9]1[O:13][C:12]([C:14]([OH:16])=[O:15])=[CH:11][CH:10]=1 |f:0.1,2.3,5.6|. Procedure: 5-(3-Amino-2-hydroxy-phenyl)-furan-2-carboxylic acid hydrobromide 9c (292 mg, 0.975 mmol) was dissolved in 3.3 mL of hydrochloric acid (1 N) upon cooling by an ice-water bath, followed by dropwise addition of 1.3 mL of aqueous sodium nitrite (74 mg, 1.07 mmol). After the mixture was stirred for 20 minutes, 5-methyl-2-(5,6,7,8-tetrahydro-naphthalen-2-yl)-2,4-dihydro-pyrazol-3-one 3i (200 mg, 0.88 mmol) was added. The mixture was adjusted to pH 8-9 by batch addition of aqueous sodium bicarbonate (...